Task: describe an organic reaction: reactants, conditions, products, and yield. Dataset: the Open Reaction Database (ORD), a public repository of structured organic reaction records Starting materials: CCc1[nH]c(C(=O)O)cc1Cl, Cl, NC(=O)c1cc(Cl)nc(N2CCC(N)CC2)c1. Product: CCc1[nH]c(C(=O)NC2CCN(c3cc(C(N)=O)cc(Cl)n3)CC2)cc1Cl. As a reaction SMILES: [Cl:19][c:20]1[cH:21][c:22]([C:27](=[O:28])[OH:29])[nH:23][c:24]1[CH2:25][CH3:26].[ClH:1].[NH2:2][CH:3]1[CH2:4][CH2:5][N:6]([c:9]2[cH:10][c:11]([C:12](=[O:13])[NH2:14])[cH:15][c:16]([Cl:18])[n:17]2)[CH2:7][CH2:8]1>>[NH:2]([CH:3]1[CH2:4][CH2:5][N:6]([c:9]2[cH:10][c:11]([C:12](=[O:13])[NH2:14])[cH:15][c:16]([Cl:18])[n:17]2)[CH2:7][CH2:8]1)[C:27]([c:22]1[cH:21][c:20]([Cl:19])[c:24]([CH2:25][CH3:26])[nH:23]1)=[O:28]. Reactants: CCN1c2ncccc2C(=O)Nc2c(C)cc(Cl)nc21, O, OC1CCNC1. Yields the product CCN1c2ncccc2C(=O)Nc2c(C)cc(N3CCC(O)C3)nc21. As a reaction SMILES: [Cl:1][c:2]1[cH:3][c:4]([CH3:20])[c:5]2[c:11]([n:12]1)[N:10]([CH2:13][CH3:14])[c:9]1[c:8]([cH:18][cH:17][cH:16][n:15]1)[C:7](=[O:19])[NH:6]2.[OH2:27].[OH:21][CH:22]1[CH2:23][NH:24][CH2:25][CH2:26]1>>[c:2]1([N:24]2[CH2:23][CH:22]([OH:21])[CH2:26][CH2:25]2)[cH:3][c:4]([CH3:20])[c:5]2[c:11]([n:12]1)[N:10]([CH2:13][CH3:14])[c:9]1[c:8]([cH:18][cH:17][cH:16][n:15]1)[C:7](=[O:19])[NH:6]2. Reactants: BrCC1CCCCO1, O=C([O-])[O-], CCCCNc1nc(N)c2nc(OC)[nH]c2n1, CN(C)C=O, CCOC(C)=O, O=C(O)C(F)(F)F, [K+], [K+]. Product: CCCCNc1nc(N)c2nc(OC)n(CC3CCCCO3)c2n1. As a reaction SMILES: [Br:31][CH2:32][CH:33]1[O:34][CH2:35][CH2:36][CH2:37][CH2:38]1.[C:25](=[O:26])([O-:27])[O-:28].[CH2:8]([CH2:9][CH2:10][CH3:11])[NH:12][c:13]1[n:14][c:15]([NH2:24])[c:16]2[n:17][c:18]([O:22][CH3:23])[nH:19][c:20]2[n:21]1.[CH3:39][N:40]([CH3:41])[CH:42]=[O:43].[CH3:44][CH2:45][O:46][C:47](=[O:48])[CH3:49].[F:1][C:2]([F:3])([F:4])[C:5]([OH:6])=[O:7].[K+:29].[K+:30]>>[CH2:8]([CH2:9][CH2:10][CH3:11])[NH:12][c:13]1[n:14][c:15]([NH2:24])[c:16]2[n:17][c:18]([O:22][CH3:23])[n:19]([CH2:32][CH:33]3[O:34][CH2:35][CH2:36][CH2:37][CH2:38]3)[c:20]2[n:21]1. Reported procedure: Potassium carbonate is made into a paste by adding a few drops of water to 1.3 g (9.4 mol) of the potassium carbonate. The 2-(3-chlorophenyl)-5-trifluoromethylimidazole is dissolved in 100 ml chloroform and added to the flask containing the paste. 1.5 g of bromine is added and stirred. Thin layer chromatography (TLC) on alumina using 50:50 acetone-hexane clearly differentiates starting material from product. Additional bromine is added until starting material is no longer present (0.1 g). Water ... Product: BrC=1N=C(NC1C(F)(F)F)C1=CC(=CC=C1)Cl (4-Bromo-2-(3-chlorophenyl)-5-trifluoromethylimidazole). RXN SMILES: C(=O)([O-])[O-].[K+].[K+].[Cl:7][C:8]1[CH:9]=[C:10]([C:14]2[NH:15][C:16]([C:19]([F:22])([F:21])[F:20])=[CH:17][N:18]=2)[CH:11]=[CH:12][CH:13]=1.[Br:23]Br.CC(C)=O.CCCCCC>O.C(Cl)(Cl)Cl>[Br:23][C:17]1[N:18]=[C:14]([C:10]2[CH:11]=[CH:12][CH:13]=[C:8]([Cl:7])[CH:9]=2)[NH:15][C:16]=1[C:19]([F:20])([F:21])[F:22] |f:0.1.2,5.6|. Reactants: C([O-])([O-])=O.[K+].[K+] (potassium carbonate), C([O-])([O-])=O.[K+].[K+] (Potassium carbonate), BrBr (bromine), ClC=1C=C(C=CC1)C=1NC(=CN1)C(F)(F)F (2-(3-chlorophenyl)-5-trifluoromethylimidazole), CC(=O)C.CCCCCC (acetone hexane), BrBr (bromine). The reagents and catalysts are O (water). Run in C(Cl)(Cl)Cl (chloroform), O (Water). The reactants are COc1cc2nccc(Oc3ccc(N)c(F)c3)c2cc1NC(=O)OCc1ccccc1, CS(C)=O, O=C(NC1CC1)Oc1ccccc1. Yields the product COc1cc2nccc(Oc3ccc(NC(=O)NC4CC4)c(F)c3)c2cc1NC(=O)OCc1ccccc1. As a reaction SMILES: [CH2:1]([c:2]1[cH:3][cH:4][cH:5][cH:6][cH:7]1)[O:8][C:9]([NH:10][c:11]1[cH:12][c:13]2[c:14]([O:23][c:24]3[cH:25][c:26]([F:31])[c:27]([NH2:30])[cH:28][cH:29]3)[cH:15][cH:16][n:17][c:18]2[cH:19][c:20]1[O:21][CH3:22])=[O:32].[CH3:46][S:47]([CH3:48])=[O:49].[c:33]1([O:39][C:40](=[O:34])[NH:41][CH:42]2[CH2:43][CH2:44]2)[cH:35][cH:36][cH:37][cH:38][cH:45]1>>[CH2:1]([c:2]1[cH:3][cH:4][cH:5][cH:6][cH:7]1)[O:8][C:9]([NH:10][c:11]1[cH:12][c:13]2[c:14]([O:23][c:24]3[cH:25][c:26]([F:31])[c:27]([NH:30][C:40](=[O:39])[NH:41][CH:42]4[CH2:43][CH2:44]4)[cH:28][cH:29]3)[cH:15][cH:16][n:17][c:18]2[cH:19][c:20]1[O:21][CH3:22])=[O:32]. The reactants are Intermediate 22, C(=O)(C(F)(F)F)O (TFA), Cl.N[C@@H](CC(=O)OCC)CC1=CC=C(C=C1)C1=CC(=CC=C1)Cl ((R)-ethyl 3-amino-4-(3′-chlorobiphenyl-4-yl)butanoate hydrochloride), COC1=CC=C(CN2N=C(N=N2)C(=O)Cl)C=C1 (2-(4-methoxy-benzyl)-2H-tetrazole-5-carbonyl chloride), TEA. The solvent is C(Cl)Cl (DCM). Reaction conditions: time 5 minute. The product is C(C)OC(C[C@@H](CC1=CC=C(C=C1)C1=CC(=CC=C1)Cl)NC(=O)C=1N=NNN1)=O ((R)-4-(3′-chloro-biphenyl-4-yl)-3-[(2H-tetrazole-5-carbonyl)-amino]-butyric acid ethyl ester). Reaction SMILES: Cl.[NH2:2][C@H:3]([CH2:10][C:11]1[CH:16]=[CH:15][C:14]([C:17]2[CH:22]=[CH:21][CH:20]=[C:19]([Cl:23])[CH:18]=2)=[CH:13][CH:12]=1)[CH2:4][C:5]([O:7][CH2:8][CH3:9])=[O:6].COC1C=CC(C[N:31]2[N:35]=[N:34][C:33]([C:36](Cl)=[O:37])=[N:32]2)=CC=1.C(O)(C(F)(F)F)=O>C(Cl)Cl>[CH2:8]([O:7][C:5](=[O:6])[CH2:4][C@H:3]([NH:2][C:36]([C:33]1[N:32]=[N:31][NH:35][N:34]=1)=[O:37])[CH2:10][C:11]1[CH:16]=[CH:15][C:14]([C:17]2[CH:22]=[CH:21][CH:20]=[C:19]([Cl:23])[CH:18]=2)=[CH:13][CH:12]=1)[CH3:9] |f:0.1|. Procedure: To a solution of intermediate 8-1 in DCM (8 ml) at room temperature is added 2-(4-methoxy-benzyl)-2H-tetrazole-5-carbonyl chloride and followed by TEA (Intermediate 22: 0.293 ml, 2.100 mmol). The reaction is stirred at room temperature for 5 min. The reaction is quenched by brine and is extracted with DCM. The combined organic layer is washed with brine and dried over anhydrous sodium sulfate, filtered and concentrated under reduced pressure. The residue is purified by column chromatography (15%... Starting materials: C(C)OC(=O)C1=NN(C=C1[N+](=O)[O-])CCC1=CC=CC=C1 (4-nitro-1-phenethyl-1H-pyrazole-3-carboxylic acid ethyl ester), [BH4-].[Na+] (sodium borohydride). The solvent is CO (methyl alcohol). Conditions: time 1 hour. The product is [N+](=O)([O-])C=1C(=NN(C1)CCC1=CC=CC=C1)CO (4-nitro-3-hydroxymethyl-1-phenethyl-1H-pyrazole). The yield is 69.7%. RXN SMILES: C([O:3][C:4]([C:6]1[C:10]([N+:11]([O-:13])=[O:12])=[CH:9][N:8]([CH2:14][CH2:15][C:16]2[CH:21]=[CH:20][CH:19]=[CH:18][CH:17]=2)[N:7]=1)=O)C.[BH4-].[Na+]>CO>[N+:11]([C:10]1[C:6]([CH2:4][OH:3])=[N:7][N:8]([CH2:14][CH2:15][C:16]2[CH:17]=[CH:18][CH:19]=[CH:20][CH:21]=2)[CH:9]=1)([O-:13])=[O:12] |f:1.2|. Procedure: 495 mg (1.8 mM) of 4-nitro-1-phenethyl-1H-pyrazole-3-carboxylic acid ethyl ester was dissolved in 5 ml of methyl alcohol, to which 680 mg (18 mM, 13 eq) of sodium borohydride was added dropwise at 0° C., and the resulting mixture was stirred under a nitrogen atmosphere for 1 hour. The solvent was distilled off under reduced pressure, and the resultant was extracted with ethyl acetate and brine. The organic solvent layer was dried over anhydrous sodium sulfate, filtered, and then distilled under ...